This data is from the Open Reaction Database (ORD), a public repository of structured organic reaction records. The task is: describe an organic reaction: reactants, conditions, products, and yield Reactants: COc1ccc(C(=O)Cl)cc1, c1ccc(Cc2cc3ccccc3s2)cc1, S=C=S, Cl[Sn](Cl)(Cl)Cl. Product: COc1ccc(C(=O)c2c(Cc3ccccc3)sc3ccccc23)cc1. As a reaction SMILES: [C:17]([c:18]1[cH:19][cH:20][c:21]([O:24][CH3:25])[cH:22][cH:23]1)(=[O:26])[Cl:27].[CH2:1]([c:2]1[cH:3][cH:4][cH:5][cH:6][cH:7]1)[c:8]1[cH:9][c:10]2[c:11]([s:12]1)[cH:13][cH:14][cH:15][cH:16]2.[S:33]=[C:34]=[S:35].[Sn:28]([Cl:29])([Cl:30])([Cl:31])[Cl:32]>>[CH2:1]([c:2]1[cH:3][cH:4][cH:5][cH:6][cH:7]1)[c:8]1[c:9]([C:17]([c:18]2[cH:19][cH:20][c:21]([O:24][CH3:25])[cH:22][cH:23]2)=[O:26])[c:10]2[c:11]([s:12]1)[cH:13][cH:14][cH:15][cH:16]2.